From a dataset of the Open Reaction Database (ORD), a public repository of structured organic reaction records. describe an organic reaction: reactants, conditions, products, and yield The product is O1C(OCC1)C1=CC=CC(=N1)C(C)O (1-(6-[1,3]dioxolan-2-yl-pyridin-2-yl)ethanol). Reaction conditions: time 12 hour. Yield: 76.9%. Solvent: CO (methanol). Reaction SMILES: [BH4-].[K+].[O:3]1[CH2:7][CH2:6][O:5][CH:4]1[C:8]1[N:13]=[C:12]([C:14](=[O:16])[CH3:15])[CH:11]=[CH:10][CH:9]=1>CO>[O:3]1[CH2:7][CH2:6][O:5][CH:4]1[C:8]1[N:13]=[C:12]([CH:14]([OH:16])[CH3:15])[CH:11]=[CH:10][CH:9]=1 |f:0.1|. Starting materials: [BH4-].[K+] (potassium borohydride), O1C(OCC1)C1=CC=CC(=N1)C(C)=O (1-(6-[1,3]dioxolan-2-yl-pyridin-2-yl)ethanone). Procedure: 0.50 g of potassium borohydride (9.27 mmol) is added in portions to a solution of 0.90 g of 1-(6-[1,3]dioxolan-2-yl-pyridin-2-yl)ethanone (4.66 mmol) in 15 ml of methanol. The mixture is stirred for 12 hours at room temperature and then methanol is evaporated off and the residue is taken up in chloroform. The organic phase is washed with water and then dried over sodium sulfate, filtered, and concentrated under vacuum. 0.70 g of a pale yellow oil is obtained, which oil is used in the next stage ...